Dataset: the Open Reaction Database (ORD), a public repository of structured organic reaction records. Task: describe an organic reaction: reactants, conditions, products, and yield Reactants: C1CCOC1, COc1ccc(-c2cc[nH]n2)cc1OC, CCOC(C)=O, C(=NC1CCCCC1)=NC1CCCCC1, COC(C(=O)O)c1ccc(F)cc1. As a reaction SMILES: [CH2:44]1[O:45][CH2:46][CH2:47][CH2:48]1.[CH3:29][O:30][c:31]1[cH:32][c:33](-[c:39]2[n:40][nH:41][cH:42][cH:43]2)[cH:34][cH:35][c:36]1[O:37][CH3:38].[CH3:49][CH2:50][O:51][C:52]([CH3:53])=[O:54].[CH:14]1([N:15]=[C:16]=[N:17][CH:18]2[CH2:19][CH2:20][CH2:21][CH2:22][CH2:23]2)[CH2:24][CH2:25][CH2:26][CH2:27][CH2:28]1.[F:1][c:2]1[cH:3][cH:4][c:5]([CH:8]([C:9](=[O:10])[OH:11])[O:12][CH3:13])[cH:6][cH:7]1>>[F:1][c:2]1[cH:3][cH:4][c:5]([CH:8]([C:9](=[O:11])[n:41]2[n:40][c:39](-[c:33]3[cH:32][c:31]([O:30][CH3:29])[c:36]([O:37][CH3:38])[cH:35][cH:34]3)[cH:43][cH:42]2)[O:12][CH3:13])[cH:6][cH:7]1. Yields the product COc1ccc(-c2ccn(C(=O)C(OC)c3ccc(F)cc3)n2)cc1OC. Reactants: Cl (HCl), IC=1C=C(C(=O)O)C=C(C1O)I (3,5-diiodo-4-hydroxybenzoic acid), BrC=1C=C(CBr)C=CC1 (3-bromobenzyl bromide), C([O-])([O-])=O.[Cs+].[Cs+] (cesium carbonate). Solvent: CN(C)C=O (DMF). Run at time 15 hour. Yields the product BrC=1C=C(COC(C2=CC(=C(C(=C2)I)OCC2=CC(=CC=C2)Br)I)=O)C=CC1 (4-(3-Bromobenzyloxy)-3,5-diiodo-benzoic Acid 3-bromobenzyl Ester). Isolated yield 83.8%. Reaction SMILES: [I:1][C:2]1[CH:3]=[C:4]([CH:8]=[C:9]([I:12])[C:10]=1[OH:11])[C:5]([OH:7])=[O:6].[Br:13][C:14]1[CH:15]=[C:16]([CH:19]=[CH:20][CH:21]=1)[CH2:17]Br.C(=O)([O-])[O-].[Cs+].[Cs+].Cl>CN(C=O)C>[Br:13][C:14]1[CH:15]=[C:16]([CH:19]=[CH:20][CH:21]=1)[CH2:17][O:6][C:5](=[O:7])[C:4]1[CH:3]=[C:2]([I:1])[C:10]([O:11][CH2:17][C:16]2[CH:19]=[CH:20][CH:21]=[C:14]([Br:13])[CH:15]=2)=[C:9]([I:12])[CH:8]=1 |f:2.3.4|. Procedure: A suspension of 3,5-diiodo-4-hydroxybenzoic acid (0.39 g, 1.0 mmol), 3-bromobenzyl bromide (0.62 g, 2.5 mmol), and cesium carbonate (0.98 g, 3.0 mmol) in 10 mL DMF was stirred for 15 hours at room temperature. The mixture was then poured into 1 M HCl (100 mL) and a white precipitate formed. The precipitate was isolated by vacuum filtration and was recrystallized from hot isopropanol/chloroform, yielding the title compound as bright white crystals (610 mg, 84%); 1H NMR (CDCl3) δ 8.48 (s, 2H), 7.8...